From a dataset of the Open Reaction Database (ORD), a public repository of structured organic reaction records. describe an organic reaction: reactants, conditions, products, and yield Starting materials: C1(=CC=CC2=CC=CC=C12)OCC(=O)N1C(SC[C@H]1C(=O)OC)C1=CC=CC=C1 ((2RS,4R)-3-((1-naphthyloxy)acetyl)-2-phenylthiazolidine-4-carboxylic acid, methyl ester), O (water), [Li+].[OH-] (LiOH). The solvent is O1CCOCC1 (dioxane). Reaction conditions: time 16 hour. The product is C1(=CC=CC2=CC=CC=C12)OCC(=O)N1C(SC[C@H]1C(=O)O)C1=CC=CC=C1 ((2RS,4R)-3-((1-Naphthyloxy)Acetyl)-2-Phenylthiazolidine-4-Carboxylic Acid). Isolated yield 100.2%. As a reaction SMILES: [C:1]1([O:11][CH2:12][C:13]([N:15]2[C@H:19]([C:20]([O:22]C)=[O:21])[CH2:18][S:17][CH:16]2[C:24]2[CH:29]=[CH:28][CH:27]=[CH:26][CH:25]=2)=[O:14])[C:10]2[C:5](=[CH:6][CH:7]=[CH:8][CH:9]=2)[CH:4]=[CH:3][CH:2]=1.O.[Li+].[OH-]>O1CCOCC1>[C:1]1([O:11][CH2:12][C:13]([N:15]2[C@H:19]([C:20]([OH:22])=[O:21])[CH2:18][S:17][CH:16]2[C:24]2[CH:29]=[CH:28][CH:27]=[CH:26][CH:25]=2)=[O:14])[C:10]2[C:5](=[CH:6][CH:7]=[CH:8][CH:9]=2)[CH:4]=[CH:3][CH:2]=1 |f:2.3|. Procedure details: To a solution of (2RS,4R)-3-((1-naphthyloxy)acetyl)-2-phenylthiazolidine-4-carboxylic acid, methyl ester (2.50 g, 6.14 mmol) in dioxane(15 mL)-water(5.0 mL) at room temperature was added 1.0 N LiOH solution (6.75 mL, 6.75 mmol). After stirring at room temperature for 16 hrs, The mixture was partitioned between EtOAc-5% KHSO4. The organic phase was washed with saturated NaCl solution, dried over anhydrous Na2SO4 and evaporated to give the title compound (2.42 g, 100%) as a viscous oil. TLC(MeOH—C... The reactants are C(C)(C)C1N(CCC2=C1N=CN2)C(=O)OCC=2SC=CN2 (1,3-Thiazol-2-ylmethyl 4-isopropyl-1,4,6,7-tetrahydro-5H-imidazo[4,5-c]pyridine-5-carboxylate), C1CCOC1 (THF), [H-].[Na+] (NaH), FC(COCCO)(F)F (2-(2,2,2-trifluoroethoxy)ethanol), ClC(=O)OC1=CC=C(C=C1)[N+](=O)[O-] (4-nitrophenyl chloroformate), C1CCOC1 (THF), [H-].[Na+] (NaH), ClC(=O)OC1=CC=C(C=C1)[N+](=O)[O-] (4-Nitrophenyl chloroformate), FC(COCCO)(F)F (2-(2,2,2-Trifluoroethoxy)ethanol), C1CCOC1 (THF). Reaction conditions: time 10 minute. Yields the product C(C)(C)N1C(CCC2=C1N=CN2)C(=O)OCCOCC(F)(F)F (2-(2,2,2-trifluoroethoxy)ethyl 4-isopropyl-1,4,6,7-tetrahydro-5H-imidazo[4,5-e]pyridine-5-carboxylate). Yield: 0.5%. RXN SMILES: [F:1][C:2]([F:9])([F:8])[CH2:3][O:4][CH2:5][CH2:6][OH:7].[H-].[Na+].ClC(OC1C=[CH:20][C:19]([N+:22]([O-])=O)=[CH:18]C=1)=O.C(C1[C:33]2[N:34]=[CH:35][NH:36][C:32]=2CCN1C(OCC1SC=CN=1)=O)(C)C.[CH2:46]1[CH2:50][O:49][CH2:48][CH2:47]1>>[CH:19]([N:22]1[C:33]2[N:34]=[CH:35][NH:36][C:32]=2[CH2:48][CH2:47][CH:46]1[C:50]([O:7][CH2:6][CH2:5][O:4][CH2:3][C:2]([F:9])([F:8])[F:1])=[O:49])([CH3:18])[CH3:20] |f:1.2|. Reported procedure: 2-(2,2,2-Trifluoroethoxy)ethanol (0.57 mL, 3.60 mmol) was dissolved in THF (5 mL), NaH (146 mg, 60% dispersion in mineral oil, 3.60 mmol) was added and the reaction mixture was stirred for 10 min. 4-Nitrophenyl chloroformate (726 mg, 3.60 mmol) was added and the reaction mixture was stirred for 16 h. Intermediate 1 (297 mg, 1.80 mmol) was dissolved in THF (5 mL) and added to the reaction mixture which was stirred at room temperature. Three additional such portions of NaH, 2-(2,2,2-trifluoroethox... Procedure details: 108g (0.5 mole) of 2-norbornyl-4,5-dimethyl phenol, 600 cm3 anhydrous toluene and 11.5g (0.5 mole) sodium are introduced into a three-necked flask supplied with a nitrogen stream. The reaction mixture is refluxed for 4 hours, the solvent is then removed and the residue taken up in 500 cm3 tetrahydrofuran. 39.4 cm3 (0.5 mole) epichlorohydrin are added and the mixture is heated under reflux for 8 hours. One extracts with ether, washes the ethereal phase with water, dries and evaporates the solvent... The solvent is CCOCC (ether), O (water). As a reaction SMILES: [C:1]12([C:8]3[CH:13]=[C:12]([CH3:14])[C:11]([CH3:15])=[CH:10][C:9]=3[OH:16])[CH2:7][CH:4]([CH2:5][CH2:6]1)[CH2:3][CH2:2]2.C1(C)C=CC=CC=1.[Na].[CH2:25]([CH:27]1[O:29][CH2:28]1)Cl>O.CCOCC>[C:1]12([C:8]3[CH:13]=[C:12]([CH3:14])[C:11]([CH3:15])=[CH:10][C:9]=3[O:16][CH2:25][CH:27]3[O:29][CH2:28]3)[CH2:7][CH:4]([CH2:3][CH2:2]1)[CH2:5][CH2:6]2 |^1:23|. Yields the product 123.6g, C12(CCC(CC1)C2)C2=C(OCC1CO1)C=C(C(=C2)C)C (1-(2'-norbornyl-4',5'-dimethyl phenoxy) 2,3-epoxypropane). The reactants are 108g, C12(CCC(CC1)C2)C2=C(C=C(C(=C2)C)C)O (2-norbornyl-4,5-dimethyl phenol), C1(=CC=CC=C1)C (toluene), [Na] (sodium), C(Cl)C1CO1 (epichlorohydrin). Reactants: CO, CCOC(=O)N1CCN(c2c(F)cc([N+](=O)[O-])c(F)c2CO)CC1, O, O=S(=O)(O)O. The product is CCOC(=O)N1CCN(c2c(F)cc([N+](=O)[O-])c(F)c2COC)CC1. As a reaction SMILES: [CH3:31][OH:32].[F:1][c:2]1[c:3]([N:14]2[CH2:15][CH2:16][N:17]([C:20](=[O:21])[O:22][CH2:23][CH3:24])[CH2:18][CH2:19]2)[c:4]([CH2:5][OH:6])[c:7]([F:13])[c:8]([N+:10](=[O:11])[O-:12])[cH:9]1.[OH2:30].[S:25](=[O:26])(=[O:27])([OH:28])[OH:29]>>[F:1][c:2]1[c:3]([N:14]2[CH2:15][CH2:16][N:17]([C:20](=[O:21])[O:22][CH2:23][CH3:24])[CH2:18][CH2:19]2)[c:4]([CH2:5][O:6][CH3:31])[c:7]([F:13])[c:8]([N+:10](=[O:11])[O-:12])[cH:9]1. The reactants are OC12C(C(N3CCCCC3C(OC(C(C(CC(C(C=C(CC(CC(C(C(CC1C)OC)O2)OC)C)C)CC)=O)O)C)C(=CC2CC=CCC2)C)=O)=O)=O (1,14-Dihydroxy-12-[2-(cyclohex-3-enyl)-1-methylvinyl]-23,25-dimethoxy-17-ethy1-13,19,21,27-tetramethyl-11,28-dioxa-4-azatricyclo[22.3.1.04,9 ]octacos- 18-ene-2.3,10,16-tetraone). Reagents/catalysts: [Pd] (Pd). Solvent: CO (methanol). Run at time 1 hour. The product is OC12C(C(N3CCCCC3C(OC(C(C(CC(C(C=C(CC(CC(C(C(CC1C)OC)O2)OC)C)C)CC)=O)O)C)C(=CC2CCCCC2)C)=O)=O)=O (1,14-Dihydroxy-12-[2-cyclohexyl-1-methylvinyl]-23.25-dimethoxy-17-ethyl-13.19,21,27-tetramethyl-11,28-dioxa-4-azatricyclo[22.3.1.04,9 ]octacos-18-ene-2.3,10,16-tetraone). Yield: 93.1%. RXN SMILES: [OH:1][C:2]12[O:32][CH:25]([CH:26]([O:30][CH3:31])[CH2:27][CH:28]1[CH3:29])[CH:24]([O:33][CH3:34])[CH2:23][CH:22]([CH3:35])[CH2:21][C:20]([CH3:36])=[CH:19][CH:18]([CH2:37][CH3:38])[C:17](=[O:39])[CH2:16][CH:15]([OH:40])[CH:14]([CH3:41])[CH:13]([C:42]([CH3:50])=[CH:43][CH:44]1[CH2:49][CH2:48][CH:47]=[CH:46][CH2:45]1)[O:12][C:11](=[O:51])[CH:10]1[N:5]([CH2:6][CH2:7][CH2:8][CH2:9]1)[C:4](=[O:52])[C:3]2=[O:53]>CO.[Pd]>[OH:1][C:2]12[O:32][CH:25]([CH:26]([O:30][CH3:31])[CH2:27][CH:28]1[CH3:29])[CH:24]([O:33][CH3:34])[CH2:23][CH:22]([CH3:35])[CH2:21][C:20]([CH3:36])=[CH:19][CH:18]([CH2:37][CH3:38])[C:17](=[O:39])[CH2:16][CH:15]([OH:40])[CH:14]([CH3:41])[CH:13]([C:42]([CH3:50])=[CH:43][CH:44]1[CH2:45][CH2:46][CH2:47][CH2:48][CH2:49]1)[O:12][C:11](=[O:51])[CH:10]1[N:5]([CH2:6][CH2:7][CH2:8][CH2:9]1)[C:4](=[O:52])[C:3]2=[O:53]. Procedure: To a solution of the product of Example 50 (15 mg) in dry methanol (4 ml) was added 104 Pd-on-C (6 mg) and the resulting suspension was stirred in an ice bath for one hour under an atmosphere of hydrogen. The reaction mixture was then filtered and concentrated to an oil in vacuo. Chromatography on silica eluting with hexane in an increasing acetone gradient then gave the title compound as a foam (14 mg). Reactants: FC=1C=C(OC2=C(C=C(C=N2)C(C)=O)C)C=CC1F (1-(6-(3,4-difluorophenoxy)-5-methylpyridin-3-yl)ethanone), CC(C)(C)[S@@](=O)N ((R)-2-methylpropane-2-sulfinamide), Amine-1. The product is FC=1C=C(OC2=C(C=C(C=N2)C(C)N[S@](=O)C(C)(C)C)C)C=CC1F ((R)—N-(1-(6-(3,4-difluorophenoxy)-5-methylpyridin-3-yl)ethyl)-2-methylpropane-2-sulfinamide). Yield: 73.0%. RXN SMILES: [F:1][C:2]1[CH:3]=[C:4]([CH:16]=[CH:17][C:18]=1[F:19])[O:5][C:6]1[N:11]=[CH:10][C:9]([C:12](=O)[CH3:13])=[CH:8][C:7]=1[CH3:15].[CH3:20][C:21]([S@:24]([NH2:26])=[O:25])([CH3:23])[CH3:22]>>[F:1][C:2]1[CH:3]=[C:4]([CH:16]=[CH:17][C:18]=1[F:19])[O:5][C:6]1[N:11]=[CH:10][C:9]([CH:12]([NH:26][S@@:24]([C:21]([CH3:23])([CH3:22])[CH3:20])=[O:25])[CH3:13])=[CH:8][C:7]=1[CH3:15]. Procedure: The title compound is prepared in 73% yield (2.03 g, white solid) from 1-(6-(3,4-difluorophenoxy)-5-methylpyridin-3-yl)ethanone (2.00 g, 7.60 mmol, Step-4) and (R)-2-methylpropane-2-sulfinamide (1.38 g, 11.4 mmol) in a similar manner to Step-4 of Amine-1.